Dataset: the Open Reaction Database (ORD), a public repository of structured organic reaction records. Task: describe an organic reaction: reactants, conditions, products, and yield Reactants: O=C([O-])[O-], Nc1ncc2ccoc2c1OCc1nnc2ccc(Cl)nn12, [K+], [K+], C1COCCO1, O, OB(O)c1ccccc1, c1ccc(P(c2ccccc2)(c2ccccc2)[Pd](P(c2ccccc2)(c2ccccc2)c2ccccc2)(P(c2ccccc2)(c2ccccc2)c2ccccc2)P(c2ccccc2)(c2ccccc2)c2ccccc2)cc1. The product is Nc1ncc2ccoc2c1OCc1nnc2ccc(-c3ccccc3)nn12. As a reaction SMILES: [C:32](=[O:33])([O-:34])[O-:35].[Cl:1][c:2]1[cH:3][cH:4][c:5]2[n:6]([n:7]1)[c:8]([CH2:11][O:12][c:13]1[c:14]3[c:15]([cH:16][n:17][c:18]1[NH2:19])[cH:20][cH:21][o:22]3)[n:9][n:10]2.[K+:36].[K+:37].[O:38]1[CH2:39][CH2:40][O:41][CH2:42][CH2:43]1.[OH2:121].[OH:23][B:24]([OH:25])[c:26]1[cH:27][cH:28][cH:29][cH:30][cH:31]1.[cH:44]1[cH:45][cH:46][c:47]([P:48]([Pd:49]([P:50]([c:51]2[cH:52][cH:53][cH:54][cH:55][cH:56]2)([c:57]2[cH:58][cH:59][cH:60][cH:61][cH:62]2)[c:63]2[cH:64][cH:65][cH:66][cH:67][cH:68]2)([P:69]([c:70]2[cH:71][cH:72][cH:73][cH:74][cH:75]2)([c:76]2[cH:77][cH:78][cH:79][cH:80][cH:81]2)[c:82]2[cH:83][cH:84][cH:85][cH:86][cH:87]2)[P:88]([c:89]2[cH:90][cH:91][cH:92][cH:93][cH:94]2)([c:95]2[cH:96][cH:97][cH:98][cH:99][cH:100]2)[c:101]2[cH:102][cH:103][cH:104][cH:105][cH:106]2)([c:107]2[cH:108][cH:109][cH:110][cH:111][cH:112]2)[c:113]2[cH:114][cH:115][cH:116][cH:117][cH:118]2)[cH:119][cH:120]1>>[c:2]1(-[c:26]2[cH:27][cH:28][cH:29][cH:30][cH:31]2)[cH:3][cH:4][c:5]2[n:6]([n:7]1)[c:8]([CH2:11][O:12][c:13]1[c:14]3[c:15]([cH:16][n:17][c:18]1[NH2:19])[cH:20][cH:21][o:22]3)[n:9][n:10]2. Starting materials: COc1ccc2c(n1)CCN(C(=O)C(F)(F)F)CC2C, CO, COc1nc2c(cc1Cl)C(C)CN(C(=O)C(F)(F)F)CC2, ClCCl, [K+], [K+], [Na+], O=C([O-])O, O=C([O-])[O-], O=P(Cl)(Cl)Cl. The product is COc1nc2c(cc1Cl)C(C)CNCC2. As a reaction SMILES: [CH3:1][O:2][c:3]1[cH:4][cH:5][c:6]2[c:19]([n:20]1)[CH2:18][CH2:17][N:10]([C:11](=[O:12])[C:13]([F:14])([F:15])[F:16])[CH2:9][CH:7]2[CH3:8].[CH3:58][OH:59].[Cl:31][c:32]1[cH:33][c:34]2[c:35]([n:48][c:49]1[O:50][CH3:51])[CH2:36][CH2:37][N:38]([C:42](=[O:43])[C:44]([F:45])([F:46])[F:47])[CH2:39][CH:40]2[CH3:41].[Cl:60][CH2:61][Cl:62].[K+:52].[K+:53].[Na+:30].[O-:26][C:27]([OH:28])=[O:29].[O-:54][C:55]([O-:56])=[O:57].[P:21]([Cl:22])([Cl:23])([Cl:24])=[O:25]>>[Cl:31][c:32]1[cH:33][c:34]2[c:35]([n:48][c:49]1[O:50][CH3:51])[CH2:36][CH2:37][NH:38][CH2:39][CH:40]2[CH3:41]. The reactants are ClC1=C(C=C(C=C1)OC1=CC=C(C=C1)CCBr)C(F)(F)F (4-(2-bromoethyl)phenyl 4-Chloro-3-(trifluoromethyl)phenyl ether), OC1=NC=CC(=C1)O (2,4-dihydroxypyridine), C([O-])([O-])=O.[Cs+].[Cs+] (cesium Carbonate). The solvent is CN(C=O)C (N,N-dimethylformamide). Product: ClC1=C(C=C(C=C1)OC1=CC=C(C=C1)CCOC1=CC(NC=C1)=O)C(F)(F)F (4-{[2-(4-{[4-Chloro-3-(trifluoromethyl)phenyl]oxy}phenyl)ethyl]oxy}-2(1H)-pyridinone). The yield is 16.6%. Reaction SMILES: [Cl:1][C:2]1[CH:7]=[CH:6][C:5]([O:8][C:9]2[CH:14]=[CH:13][C:12]([CH2:15][CH2:16]Br)=[CH:11][CH:10]=2)=[CH:4][C:3]=1[C:18]([F:21])([F:20])[F:19].[OH:22][C:23]1[CH:28]=[C:27]([OH:29])[CH:26]=[CH:25][N:24]=1.C(=O)([O-])[O-].[Cs+].[Cs+]>CN(C)C=O>[Cl:1][C:2]1[CH:7]=[CH:6][C:5]([O:8][C:9]2[CH:14]=[CH:13][C:12]([CH2:15][CH2:16][O:29][C:27]3[CH:26]=[CH:25][NH:24][C:23](=[O:22])[CH:28]=3)=[CH:11][CH:10]=2)=[CH:4][C:3]=1[C:18]([F:21])([F:20])[F:19] |f:2.3.4|. Procedure details: A solution of 4-(2-bromoethyl)phenyl 4-Chloro-3-(trifluoromethyl)phenyl ether (335 mg, 0.883 mmol), 2,4-dihydroxypyridine (200 mg, 1.800 mmol), and cesium Carbonate (600 mg, 1.842 mmol) in N,N-dimethylformamide (DMF) (10 mL) was stirred at 120° C. for 4 h, then cooled to rt, Purification via Biotage-C18 system afforded the title product (60 mg) as a white solid. Starting materials: C(C1CO1)OCCCCCCCC (octyl glycidyl ether), [OH-].[K+] (potassium hydroxide). Reagents/catalysts: C(CCCCCCCCCCC)(=O)O (lauric acid), C(CCCCCCCCCCC)(=O)O (lauric acid), [OH-].[K+] (potassium hydroxide). The solvent is O (water). Conditions: temperature 140 celsius, time 5 hour. Product: C(C(O)CO)OCCCCCCCC (monooctyl glyceryl ether). The yield is 163.6%. Reaction SMILES: [CH2:1]([O:5][CH2:6][CH2:7][CH2:8][CH2:9][CH2:10][CH2:11][CH2:12][CH3:13])[CH:2]1[O:4][CH2:3]1.[OH-:14].[K+]>C(O)(=O)CCCCCCCCCCC.[OH-].[K+].O>[CH2:1]([O:5][CH2:6][CH2:7][CH2:8][CH2:9][CH2:10][CH2:11][CH2:12][CH3:13])[CH:2]([CH2:3][OH:14])[OH:4] |f:1.2,4.5|. Procedure details: In an autoclave, 208 g of the resulting crude octyl glycidyl ether, 104.8 g of water, 5.82 g of lauric acid and 18.5 g of potassium hydroxide were charged. The resulting mixture was stirred at 140° C. for 5 hours. The reaction mixture was dehydrated at 100° C. under reduced pressure (6.67 kPa), followed by the addition of 9.7 g of lauric acid and 2.72 g of potassium hydroxide. After reaction at 160° C. for 15 hours, the reaction mixture was purified by distillation under reduced pressure (53 to ... Reactants: ClC=1C=CC=2N(C1)C=C(N2)CCl (6-chloro-2-(chloromethyl)imidazo[1,2-α]pyridine), C(#N)C1=C(C=CC=C1)N1CCNCC1 (1-(2-cyanophenyl)piperazine). Product: ClC=1C=CC=2N(C1)C=C(N2)CN2CCN(CC2)C2=C(C#N)C=CC=C2 (2-[4-[(6-Chloroimidazo[ 1,2-a]pyridin-2-yl)methyl]-1-piperazinyl]benzonitrile). As a reaction SMILES: [Cl:1][C:2]1[CH:3]=[CH:4][C:5]2[N:6]([CH:8]=[C:9]([CH2:11]Cl)[N:10]=2)[CH:7]=1.[C:13]([C:15]1[CH:20]=[CH:19][CH:18]=[CH:17][C:16]=1[N:21]1[CH2:26][CH2:25][NH:24][CH2:23][CH2:22]1)#[N:14]>>[Cl:1][C:2]1[CH:3]=[CH:4][C:5]2[N:6]([CH:8]=[C:9]([CH2:11][N:24]3[CH2:23][CH2:22][N:21]([C:16]4[CH:17]=[CH:18][CH:19]=[CH:20][C:15]=4[C:13]#[N:14])[CH2:26][CH2:25]3)[N:10]=2)[CH:7]=1. Reported procedure: Following the general procedure of Example 11 and making noncritical variations, 6-chloro-2-(chloromethyl)imidazo[1,2-α]pyridine (Example 4. Step 1; 0.3373 g) and 1-(2-cyanophenyl)piperazine (Emka-Chemie; 0.347 g) give, after crystallization from dichloromethane/ethyl acetate, 0.309 g of the title compound; mp 167-169° C.; MS m/z 351, 353; IR (mineral oil) 1326, 1448, 809, 1484, 1073 cm-1 ; 1H NMR (CDCl3) δ2.79, 3.27, 3.79, 6.99, 7.12, 7.52, 8.14. The reactants are solution, C[O-].[Na+] (sodium methoxide), Cl.FC=1C=CC(=C(C1)C1CC(C=2C(=CC=NC2C1)C)=NNC(=N)N)C ((±)-7-(5-Fluoro-2-methylphenyl)-5-guanidinoimino-4-methyl-5,6,7,8-tetrahydroquinoline hydrochloride). Run in CO (methanol), CO (methanol). Product: FC=1C=CC(=C(C1)C1CC(C=2C(=CC=NC2C1)C)=NNC(=N)N)C ((±)-7-(5-fluoro-2-methylphenyl)-5-guanidinoimino-4-methyl-5,6,7,8-tetrahydroquinoline). Isolated yield 83.8%. RXN SMILES: Cl.[F:2][C:3]1[CH:4]=[CH:5][C:6]([CH3:25])=[C:7]([CH:9]2[CH2:18][C:17]3[N:16]=[CH:15][CH:14]=[C:13]([CH3:19])[C:12]=3[C:11](=[N:20][NH:21][C:22]([NH2:24])=[NH:23])[CH2:10]2)[CH:8]=1.C[O-].[Na+]>CO>[F:2][C:3]1[CH:4]=[CH:5][C:6]([CH3:25])=[C:7]([CH:9]2[CH2:18][C:17]3[N:16]=[CH:15][CH:14]=[C:13]([CH3:19])[C:12]=3[C:11](=[N:20][NH:21][C:22]([NH2:24])=[NH:23])[CH2:10]2)[CH:8]=1 |f:0.1,2.3|. Reported procedure: (±)-7-(5-Fluoro-2-methylphenyl)-5-guanidinoimino-4-methyl-5,6,7,8-tetrahydroquinoline hydrochloride (43.8 g) was suspended in methanol (300 ml), and treated dropwise with a 28% solution of sodium methoxide in methanol (53.1 g). The mixture was concentrated under reduced pressure, and the residue was washed with water and dried to obtain (±)-7-(5-fluoro-2-methylphenyl)-5-guanidinoimino-4-methyl-5,6,7,8-tetrahydroquinoline (33.0 g). The reactants are C(C1=CC=CC=C1)OC1=CC(=C(C#N)C=C1)O (4-benzyloxy-2-hydroxybenzonitrile), IC (iodomethane), [H-].[Na+] (sodium hydride). Solvent: CN(C)C=O (DMF). Reaction conditions: time 30 minute. The product is C(C1=CC=CC=C1)OC1=CC(=C(C#N)C=C1)OC (4-benzyloxy-2-methoxybenzonitrile). RXN SMILES: [CH2:1]([O:8][C:9]1[CH:16]=[CH:15][C:12]([C:13]#[N:14])=[C:11]([OH:17])[CH:10]=1)[C:2]1[CH:7]=[CH:6][CH:5]=[CH:4][CH:3]=1.I[CH3:19].[H-].[Na+]>CN(C=O)C>[CH2:1]([O:8][C:9]1[CH:16]=[CH:15][C:12]([C:13]#[N:14])=[C:11]([O:17][CH3:19])[CH:10]=1)[C:2]1[CH:3]=[CH:4][CH:5]=[CH:6][CH:7]=1 |f:2.3|. Reported procedure: To a magnetically stirred solution of 4-benzyloxy-2-hydroxybenzonitrile (1-A, WO 00/69841) (7.95 g, 35.3 mmol) and iodomethane (5.43 mL, 87.2 mmol) in DMF (90 mL) cooled to −5° was added all at once sodium hydride (60% dispersion, 2.17 g, 54.2 mmol). The mixture was stirred for 30 min, warmed to room temperature and stirred for an additional 2 h. Most of the DMF was removed in vacuo, and the residue was partitioned between water and ethyl acetate. The aqueous phase was extracted three times with... The reactants are COC1=CC=C(CN2N=NC3=C2C=CC=C3O)C=C1 (1-(4-methoxybenzyl)-1H-1,2,3-benzotriazol-4-ol), [OH-].[Na+] (NaOH), ClN1C(CCC1=O)=O (N-chloro-succinimide). Run in C1CCOC1 (THF). Product: ClC1=C(C2=C(N(N=N2)CC2=CC=C(C=C2)OC)C=C1)O (5-Chloro-1-(4-methoxybenzyl)-1H-1,2,3-benzotriazol-4-ol). Reaction SMILES: [CH3:1][O:2][C:3]1[CH:19]=[CH:18][C:6]([CH2:7][N:8]2[C:12]3[CH:13]=[CH:14][CH:15]=[C:16]([OH:17])[C:11]=3[N:10]=[N:9]2)=[CH:5][CH:4]=1.[OH-].[Na+].[Cl:22]N1C(=O)CCC1=O>C1COCC1>[Cl:22][C:15]1[CH:14]=[CH:13][C:12]2[N:8]([CH2:7][C:6]3[CH:5]=[CH:4][C:3]([O:2][CH3:1])=[CH:19][CH:18]=3)[N:9]=[N:10][C:11]=2[C:16]=1[OH:17] |f:1.2|. Procedure details: To a stirred solution of 1-(4-methoxybenzyl)-1H-1,2,3-benzotriazol-4-ol (0.984 g, 3.85 mmol) at 0° C. in THF (15 mL) was added 1N NaOH (3.85 mL, 3.85 mmol). The resulting mixture was then stirred for several minutes, after which N-chloro-succinimide (0.515 g, 3.85 mmol) was added in one portion. The stirred reaction mixture was quenched after 5 minutes at 0° C. with aqueous ammonium chloride (25 mL) and extracted with dichloromethane (2×100 mL). The combined extracts were concentrated under redu... RXN SMILES: [Cl:1][c:2]1[cH:3][c:4]2[c:5]([cH:19][cH:20]1)[N:6]([C:11]([c:12]1[cH:13][cH:14][cH:15][cH:16][cH:17]1)=[O:18])[CH2:7][CH2:8][CH2:9][O:10]2.[ClH:21].[O:22]1[CH2:23][CH2:24][O:25][CH2:26][CH2:27]1>>[Cl:1][c:2]1[cH:3][c:4]2[c:5]([cH:19][cH:20]1)[NH:6][CH2:7][CH2:8][CH2:9][O:10]2. Starting materials: O=C(c1ccccc1)N1CCCOc2cc(Cl)ccc21, Cl, C1COCCO1. Product: Clc1ccc2c(c1)OCCCN2. The reactants are C, CO, N#Cc1cccc(Nc2ccc3ccccc3c2[N+](=O)[O-])c1, [Pd]. Product: N#Cc1cccc(Nc2ccc3ccccc3c2N)c1. As a reaction SMILES: [C:25].[CH3:23][OH:24].[N+:1]([O-:2])(=[O:3])[c:4]1[c:5]([NH:14][c:15]2[cH:16][c:17]([C:18]#[N:19])[cH:20][cH:21][cH:22]2)[cH:6][cH:7][c:8]2[cH:9][cH:10][cH:11][cH:12][c:13]12.[Pd:26]>>[NH2:1][c:4]1[c:5]([NH:14][c:15]2[cH:16][c:17]([C:18]#[N:19])[cH:20][cH:21][cH:22]2)[cH:6][cH:7][c:8]2[cH:9][cH:10][cH:11][cH:12][c:13]12.